From a dataset of the Open Reaction Database (ORD), a public repository of structured organic reaction records. describe an organic reaction: reactants, conditions, products, and yield Starting materials: Cl.NC[C@@H](O)C1=CC(=C(C=C1)OC)Cl ((S)-2-amino-1-[3-chloro-4-methoxyphenyl]ethanol hydrochloride), [K+].[Br-] (KBr). Procedure: The title material was prepared according to the general procedure outlined for the synthesis of (S)-2-amino-1-[3-chloro-4-methoxyphenyl]ethanol hydrochloride. LRMS [M+H]+ 217.9; IR (KBr, cm−1) 3025, 3443, 2891; 1H NMR (500 MHz, DMSO-d6) δ 7.93 (b s, 2H), 7.60 (s, 1H), 7.52 (d, 1H), 7.41 (s, 1H), 7.35 (d, J=7.7 Hz, 1H) 6.17 (s, 1H), 4.82 (m, 1H), 3.08 (ddd, J=2.6, 12.7, 9.6 Hz, 2H); 13C NMR (DMSO-d6, 75.5 MHz) δ 144.4, 130.5, 128.7, 125.0, 121.6, 68.3, 45.1. The product is Cl.NC[C@@H](O)C1=CC(=CC=C1)Br ((S)-2-amino-1-[3-bromophenyl]ethanol hydrochloride). As a reaction SMILES: Cl.[NH2:2][CH2:3][C@H:4]([C:6]1[CH:11]=[CH:10][C:9](OC)=[C:8]([Cl:14])[CH:7]=1)[OH:5].[K+].[Br-:16]>>[ClH:14].[NH2:2][CH2:3][C@H:4]([C:6]1[CH:11]=[CH:10][CH:9]=[C:8]([Br:16])[CH:7]=1)[OH:5] |f:0.1,2.3,4.5|. Starting materials: C(=O)(OCC1=CC=CC=C1)NCC(=O)O (N-Cbz-glycine), CN1CCOCC1 (N-methylmorpholine), C(C(C)C)OC(=O)Cl (i-butylchloroformate), resultant mixture, C(C)(C)N (i-propylamine). The solvent is C1CCOC1 (THF). Reaction conditions: time 16 hour. Product: C(C1=CC=CC=C1)OC(NCC(NC(C)C)=O)=O ((isopropylcarbamoylmethyl)carbamic acid benzyl ester). Isolated yield 98.0%. As a reaction SMILES: [C:1]([NH:11][CH2:12][C:13]([OH:15])=O)([O:3][CH2:4][C:5]1[CH:10]=[CH:9][CH:8]=[CH:7][CH:6]=1)=[O:2].CN1CCOCC1.C(OC(Cl)=O)C(C)C.[CH:31]([NH2:34])([CH3:33])[CH3:32]>C1COCC1>[CH2:4]([O:3][C:1](=[O:2])[NH:11][CH2:12][C:13](=[O:15])[NH:34][CH:31]([CH3:33])[CH3:32])[C:5]1[CH:6]=[CH:7][CH:8]=[CH:9][CH:10]=1. Procedure details: To a solution of N-Cbz-glycine (20.9 g, 100 mmol) in THF (400 mL) at 0° C. was added N-methylmorpholine (NMM) (12.1 mL, 110 mmol) and i-butylchloroformate (13 mL, 100 mmol). The resultant mixture was stirred at 0° C. for 2 min and then i-propylamine (9.4 mL, 110 mmol) was added. The reaction mixture was warmed to room temperature and stirred at this temperature for 16 h. The mixture was filtered through a pad of Celite and concentrated in vacuo. The crude residue was dissolved in ethyl acetate (...